Dataset: the Open Reaction Database (ORD), a public repository of structured organic reaction records. Task: describe an organic reaction: reactants, conditions, products, and yield Reactants: Cc1ccccc1, CC#N, CCOC(=O)C1CCCCC1=O, CC(N)c1ccccc1. The product is CCOC(=O)C1=C(NC(C)c2ccccc2)CCCC1. As a reaction SMILES: [CH3:22][c:23]1[cH:24][cH:25][cH:26][cH:27][cH:28]1.[CH3:29][C:30]#[N:31].[O:1]=[C:2]1[CH:3]([C:8](=[O:9])[O:10][CH2:11][CH3:12])[CH2:4][CH2:5][CH2:6][CH2:7]1.[c:13]1([CH:19]([CH3:20])[NH2:21])[cH:14][cH:15][cH:16][cH:17][cH:18]1>>[C:2]1([NH:21][CH:19]([c:13]2[cH:14][cH:15][cH:16][cH:17][cH:18]2)[CH3:20])=[C:3]([C:8](=[O:9])[O:10][CH2:11][CH3:12])[CH2:4][CH2:5][CH2:6][CH2:7]1. Reactants: [BH4-].[Na+] (sodium borohydride), C(#N)C1=CC=C(C=C1)C1CCC(CC1)C=O (4-(p-cyanophenyl)cyclohexanecarboxaldehyde), Cl (hydrochloric acid). Solvent: [OH-].[K+] (potassium hydroxide). Run at temperature 0 celsius, time 10 minute. Product: OC[C@@H]1CC[C@H](CC1)C1=CC=C(C#N)C=C1 (p-[trans-4-(hydroxymethyl)cyclohexyl]benzonitrile). Isolated yield 81.0%. Reaction SMILES: [C:1]([C:3]1[CH:8]=[CH:7][C:6]([CH:9]2[CH2:14][CH2:13][CH:12]([CH:15]=[O:16])[CH2:11][CH2:10]2)=[CH:5][CH:4]=1)#[N:2].[BH4-].[Na+].Cl>[OH-].[K+]>[OH:16][CH2:15][C@H:12]1[CH2:13][CH2:14][C@H:9]([C:6]2[CH:5]=[CH:4][C:3]([C:1]#[N:2])=[CH:8][CH:7]=2)[CH2:10][CH2:11]1 |f:1.2,4.5|. Procedure details: 4.0 g of 4-(p-cyanophenyl)cyclohexanecarboxaldehyde (prepared according to Example 1) were dissolved in 50 ml of 0.1N methanolic potassium hydroxide solution while gassing with argon in a sulphonation flask provided with a thermometer and the solution was treated portionwise at 0° C. within 20 minutes with 711 mg of sodium borohydride. The mixture was stirred at 0° C. for a further 10 minutes, neutralized with 1N hydrochloric acid and concentrated on a rotary evaporator. The residue was taken up...